Dataset: the Open Reaction Database (ORD), a public repository of structured organic reaction records. Task: describe an organic reaction: reactants, conditions, products, and yield The reactants are CN(C)C=O, N#C[Na], CC(=O)OCC1OC(SCCCCCCOS(=O)(=O)c2ccc(C)cc2)C(OC(C)=O)C(OC(C)=O)C1OC(C)=O. The product is CC(=O)OCC1OC(SCCCCCCC#N)C(OC(C)=O)C(OC(C)=O)C1OC(C)=O. As a reaction SMILES: [CH3:45][N:46]([CH3:47])[CH:48]=[O:49].[Na:42][C:43]#[N:44].[c:1]1([CH3:2])[cH:3][cH:4][c:5]([S:6]([O:7][CH2:11][CH2:12][CH2:13][CH2:14][CH2:15][CH2:16][S:17][CH:18]2[CH:19]([O:20][C:21]([CH3:22])=[O:23])[CH:24]([O:25][C:26]([CH3:27])=[O:28])[CH:29]([O:30][C:31]([CH3:32])=[O:33])[CH:34]([CH2:36][O:37][C:38]([CH3:39])=[O:40])[O:35]2)(=[O:8])=[O:9])[cH:10][cH:41]1>>[CH2:11]([CH2:12][CH2:13][CH2:14][CH2:15][CH2:16][S:17][CH:18]1[CH:19]([O:20][C:21]([CH3:22])=[O:23])[CH:24]([O:25][C:26]([CH3:27])=[O:28])[CH:29]([O:30][C:31]([CH3:32])=[O:33])[CH:34]([CH2:36][O:37][C:38]([CH3:39])=[O:40])[O:35]1)[C:43]#[N:44]. The reactants are O=C(CBr)Nc1ccon1, CN1CCC(OC(=O)C(O)(c2ccccc2)c2ccccc2)CC1, CC#N, O. Yields the product [Br-], C[N+]1(CC(=O)Nc2ccon2)CCC(OC(=O)C(O)(c2ccccc2)c2ccccc2)CC1. Reaction SMILES: [Br:25][CH2:26][C:27](=[O:28])[NH:29][c:30]1[n:31][o:32][cH:33][cH:34]1.[CH3:1][N:2]1[CH2:3][CH2:4][CH:5]([O:8][C:9]([C:10]([c:11]2[cH:12][cH:13][cH:14][cH:15][cH:16]2)([c:17]2[cH:18][cH:19][cH:20][cH:21][cH:22]2)[OH:23])=[O:24])[CH2:6][CH2:7]1.[CH3:36][C:37]#[N:38].[OH2:35]>>[Br-:25].[CH3:1][N+:2]1([CH2:26][C:27](=[O:28])[NH:29][c:30]2[n:31][o:32][cH:33][cH:34]2)[CH2:3][CH2:4][CH:5]([O:8][C:9]([C:10]([c:11]2[cH:12][cH:13][cH:14][cH:15][cH:16]2)([c:17]2[cH:18][cH:19][cH:20][cH:21][cH:22]2)[OH:23])=[O:24])[CH2:6][CH2:7]1. Starting materials: C[Si](N([Si](C)(C)C)CC=C)(C)C (N,N-bis(trimethylsilyl)allyl amine), ClC(Cl)[SiH3] (dichloromethylsilane). The solvent is C=1(C(=CC=CC1)C)C (xylene). Conditions: temperature 65 celsius. Yields the product C[Si](N1[Si](CCC1)(C)Cl)(C)C (N-trimethylsilyl-2-chloro-2-methy-1-aza-2-silacyclopentane). As a reaction SMILES: C[Si:2]([CH3:12])([CH3:11])[N:3]([CH2:8][CH:9]=C)[Si:4]([CH3:7])([CH3:6])[CH3:5].[Cl:13]C([SiH3])Cl>C1(C)C(C)=CC=CC=1>[CH3:7][Si:4]([CH3:5])([CH3:6])[N:3]1[CH2:8][CH2:9][CH2:12][Si:2]1([Cl:13])[CH3:11]. Procedure details: N-trimethylsilyl-2-chloro-2-methy-1-aza-2-silacyclopentane (cyclic APMCS, which may be referred to as c-APMCS) was prepared as follows. To a 300 mL nitrogen purged bottle equipped with stir bar was added 20.1 g (0.1 mol) of N,N-bis(trimethylsilyl)allyl amine, 11.5 g (0.1 mol) of dichloromethylsilane, and 0.81 mL of 2.4 wt % Karsted's Catalyst in xylene. The solution was stirred for 72 hrs, then heated at 65° C. for 2 hrs, and heated at 100° C. for a further 3 days. The product was distilled at 8... Reactants: C(C1=CC=CC=C1)N1C(CN(CC1)CCCC(C(C)C)(C1=CC=CC=C1)C#N)C(=O)OCC (Ethyl 1-benzyl-4-(4-cyano-5-methyl-4-phenylhexyl)-2-piperazinecarboxylate), [H][H] (hydrogen). Reagents/catalysts: [Pd] (Pd-C). Solvent: C(C)O (ethanol). The product is C(#N)C(CCCN1CC(NCC1)C(=O)OCC)(C(C)C)C1=CC=CC=C1 (Ethyl 4-(4-cyano-5-methyl-4-phenylhexyl)-2-piperazinecarboxylate). The yield is 93.4%. RXN SMILES: C([N:8]1[CH2:13][CH2:12][N:11]([CH2:14][CH2:15][CH2:16][C:17]([C:27]#[N:28])([C:21]2[CH:26]=[CH:25][CH:24]=[CH:23][CH:22]=2)[CH:18]([CH3:20])[CH3:19])[CH2:10][CH:9]1[C:29]([O:31][CH2:32][CH3:33])=[O:30])C1C=CC=CC=1.[H][H]>C(O)C.[Pd]>[C:27]([C:17]([C:21]1[CH:26]=[CH:25][CH:24]=[CH:23][CH:22]=1)([CH:18]([CH3:20])[CH3:19])[CH2:16][CH2:15][CH2:14][N:11]1[CH2:12][CH2:13][NH:8][CH:9]([C:29]([O:31][CH2:32][CH3:33])=[O:30])[CH2:10]1)#[N:28]. Procedure details: Ethyl 1-benzyl-4-(4-cyano-5-methyl-4-phenylhexyl)-2-piperazinecarboxylate (857 mg) was dissolved in ethanol (15 ml), and 770 mg of 10% Pd-C was added. After replacing the atmosphere with hydrogen, the mixture was stirred. After completion of the reaction, the solution was evaporated, to give 639 mg (93%) of the title compound as a crude product. The reactants are C(C)(=O)O[BH-](OC(C)=O)OC(C)=O.[Na+] (sodium triacetoxyborohydride), OC1(CCC(CC1)=O)C1=NC=CC=N1 (4-hydroxy-4-pyrimidin-2-yl-cyclohexanone), C(C)(C)[C@]1(C[C@@H](CC1)N)C(=O)N1CC2=CC(=CC=C2CC1)C(F)(F)F ((1R,3S)-3-isopropyl-3-{[7-(trifluoromethyl)-3,4-dihydroisoquinolin-2(1H)-yl]carbonyl}cyclopentanamine), C(C)(=O)O[BH-](OC(C)=O)OC(C)=O.[Na+] (sodium triacetoxyborohydride). The solvent is C(Cl)Cl (CH2Cl2). Conditions: time 8 hour. Yields the product C(C)(C)[C@]1(C[C@@H](CC1)NC1CCC(CC1)(O)C1=NC=CC=N1)C(=O)N1CC2=CC(=CC=C2CC1)C(F)(F)F (4-[((1R,3S)-3-Isopropyl-3-{[7-(trifluoromethyl)-3,4-dihydroisoquinolin-2(1H)-yl]carbonyl}cyclopentyl)amino]-1-pyrimidin-2-ylcyclohexanol). As a reaction SMILES: [OH:1][C:2]1([C:9]2[N:14]=[CH:13][CH:12]=[CH:11][N:10]=2)[CH2:7][CH2:6][C:5](=O)[CH2:4][CH2:3]1.[CH:15]([C@:18]1([C:24]([N:26]2[CH2:35][CH2:34][C:33]3[C:28](=[CH:29][C:30]([C:36]([F:39])([F:38])[F:37])=[CH:31][CH:32]=3)[CH2:27]2)=[O:25])[CH2:22][CH2:21][C@@H:20]([NH2:23])[CH2:19]1)([CH3:17])[CH3:16].C(O[BH-](OC(=O)C)OC(=O)C)(=O)C.[Na+]>C(Cl)Cl>[CH:15]([C@:18]1([C:24]([N:26]2[CH2:35][CH2:34][C:33]3[C:28](=[CH:29][C:30]([C:36]([F:39])([F:37])[F:38])=[CH:31][CH:32]=3)[CH2:27]2)=[O:25])[CH2:22][CH2:21][C@@H:20]([NH:23][CH:5]2[CH2:6][CH2:7][C:2]([C:9]3[N:14]=[CH:13][CH:12]=[CH:11][N:10]=3)([OH:1])[CH2:3][CH2:4]2)[CH2:19]1)([CH3:17])[CH3:16] |f:2.3|. Procedure details: To a solution of 4-hydroxy-4-pyrimidin-2-yl-cyclohexanone (59.8 mg, 0.31 mmol) and (1R,3S)-3-isopropyl-3-{[7-(trifluoromethyl)-3,4-dihydroisoquinolin-2(1H)-yl]carbonyl}cyclopentanamine (110 mg, 0.31 mmol) of Step C-2 of Example 1 in CH2Cl2(10 mL) was added sodium triacetoxyborohydride (131 mg, 0.62 mmol). After being stirred overnight, more sodium triacetoxyborohydride was added to bring the equivalents of the reducing agent to 5 equivalents. After stirring for another 5 hrs, the reaction was qu...